Dataset: the Open Reaction Database (ORD), a public repository of structured organic reaction records. Task: describe an organic reaction: reactants, conditions, products, and yield Starting materials: 1-L, O=C[C@H](O)[C@@H](O)[C@H](O)[C@H](O)CO (glucose), OP(=O)(O)[O-].[K+] (KH2PO4), [OH-].[Na+] (NaOH), S(=O)(=O)([O-])[O-].[NH4+].[NH4+] (ammonium sulfate), MgSO4.7H2O, FeSO4.7H2O, MnSO4.4H2O, Cl.S1CC=CC=C1 (thiamin hydrochloride), OC(=O)CCCC[C@@H]1SC[C@@H]2NC(=O)N[C@H]12 (biotin). The reagents and catalysts are [Pt] (platinum). Run at temperature 120 celsius, time 24 hour. Yields the product N[C@@H](CCCCN)C(=O)O (L-Lysine). As a reaction SMILES: O=C[C@@H]([C@H]([C@@H]([C@@H](CO)O)O)O)O.OP([O-])(O)=O.[K+].[OH-].[Na+].S([O-])([O-])(=O)=O.[NH4+:26].[NH4+:27].Cl.S1C=CC=CC1.[OH:35][C:36]([CH2:38][CH2:39][CH2:40][CH2:41][C@H:42]1[C@@H]2[C@@H](NC(N2)=O)CS1)=[O:37]>[Pt]>[NH2:26][C@H:38]([C:36]([OH:35])=[O:37])[CH2:39][CH2:40][CH2:41][CH2:42][NH2:27] |f:1.2,3.4,5.6.7,8.9|. Reported procedure: A medium containing 45 g/L of glucose, 15 g/L of molasses, 2 g/L (as nitrogen) of soybean protein hydrolysate, 2 g/L of KH2PO4, 5.6 g/L of NaOH, 10 g/L of ammonium sulfate, 0.8 g/L of MgSO4.7H2O, 20 mg/L of FeSO4.7H2O, 20 mg/L of MnSO4.4H2O, 0.8 mg/L of thiamin hydrochloride and 0.2 mg/L of biotin (pH 6.0) was introduced into 1-L volume small glass fermentation tank in a volume of 300 mL and sterilized by heating at 120° C. for 20 minutes. After the fermentation tank was cooled to 31.5° C., 5 pl... Reactants: O (Water), Cl (Hydrochloric acid), COC(C[C@H]([C@@H](CC1=CC(=C(C=C1)Cl)Cl)N(C)C(=O)OC(C)(C)C)O)=O ((3R,4R)-4-(tert-Butoxycarbonyl-methyl-amino)-5-(3,4-dichloro-phenyl)-3-hydroxy-pentanoic Acid Methyl Ester), O.[OH-].[Li+] (lithium hydroxide monohydrate). Solvent: C1(=CC=CC=C1)C (Toluene). Run at temperature 20 celsius, time 2 hour. The product is C(C)(C)(C)OC(=O)N([C@@H]([C@@H](CC(=O)O)O)CC1=CC(=C(C=C1)Cl)Cl)C ((3R,4R)-4-(tert-Butoxycarbonyl-methyl-amino)-5-(3,4-dichloro-phenyl)-3-hydroxy-pentanoic Acid). As a reaction SMILES: O.C[O:3][C:4](=[O:27])[CH2:5][C@@H:6]([OH:26])[C@H:7]([N:17]([C:19]([O:21][C:22]([CH3:25])([CH3:24])[CH3:23])=[O:20])[CH3:18])[CH2:8][C:9]1[CH:14]=[CH:13][C:12]([Cl:15])=[C:11]([Cl:16])[CH:10]=1.O.[OH-].[Li+].Cl>C1(C)C=CC=CC=1>[C:22]([O:21][C:19]([N:17]([CH3:18])[C@H:7]([CH2:8][C:9]1[CH:14]=[CH:13][C:12]([Cl:15])=[C:11]([Cl:16])[CH:10]=1)[C@H:6]([OH:26])[CH2:5][C:4]([OH:27])=[O:3])=[O:20])([CH3:25])([CH3:24])[CH3:23] |f:2.3.4|. Procedure details: Water (3 ml) is added to the stirred reaction mixture containing (3R,4R)-4-(tert-butoxy-carbonyl-methyl-amino)-5-(3,4-dichloro-phenyl)-3-hydroxy-pentanoic acid methyl ester (5) at 18-22° C., then lithium hydroxide monohydrate (0.755 g, 18 mmol) is added. Stirring at 18-22° C. is continued for approx. 2 hours. Hydrochloric acid (approx. 12.6 ml of 2N, 25.2 mmol)) is added over a period of approx. 30 minutes, until pH 1.7-2.2 is obtained. Toluene (12 ml) is added to the stirred mixture and stirrin... The reactants are O=S(=O)(Oc1nccc2ccc(Cl)nc12)C(F)(F)F, Cc1csc(N)n1. Yields the product Cc1csc(Nc2nccc3ccc(Cl)nc23)n1. RXN SMILES: [Cl:1][c:2]1[n:3][c:4]2[c:5]([O:12][S:13]([C:14]([F:15])([F:16])[F:17])(=[O:18])=[O:19])[n:6][cH:7][cH:8][c:9]2[cH:10][cH:11]1.[NH2:20][c:21]1[s:22][cH:23][c:24]([CH3:26])[n:25]1>>[Cl:1][c:2]1[n:3][c:4]2[c:5]([NH:20][c:21]3[s:22][cH:23][c:24]([CH3:26])[n:25]3)[n:6][cH:7][cH:8][c:9]2[cH:10][cH:11]1. As a reaction SMILES: [Cl:1][C:2]1[CH:9]=[CH:8][CH:7]=[CH:6][C:3]=1[CH:4]=O.[NH2:10][C:11]1[CH:15]=[CH:14][NH:13][N:12]=1.[C:16]([O:22][CH3:23])(=[O:21])[CH2:17][C:18]([CH3:20])=O>>[Cl:1][C:2]1[CH:9]=[CH:8][CH:7]=[CH:6][C:3]=1[CH:4]1[C:17]([C:16]([O:22][CH3:23])=[O:21])=[C:18]([CH3:20])[NH:10][C:11]2=[N:12][NH:13][CH:14]=[C:15]12. Product: ClC1=C(C=CC=C1)C1C=2C(NC(=C1C(=O)OC)C)=NNC2 (Methyl 4-(2-chlorophenyl)-4,7-dihydro-6-methyl-2H-pyrazolo[3,4-b]pyridine-5-carboxylate). Procedure details: The title compound was prepared from 2-chlorobenzaldehyde, 3-aminopyrazole and methyl acetoacetate in the same manner as in Example 1. Starting materials: ClC1=C(C=O)C=CC=C1 (2-chlorobenzaldehyde), NC1=NNC=C1 (3-aminopyrazole), C(CC(=O)C)(=O)OC (methyl acetoacetate). Reactants: ClC=1N=C(C2=C(N1)C=CS2)N2CC1CCC(C2)O1 (2-Chloro-4-(8-oxa-3-aza-bicyclo[3.2.1]oct-3-yl)-thieno[3,2-d]pyrimidine), NC1=CC=C(C=C1)O (4-aminophenol). Run in C(CO)O (ethylene glycol), CS(=O)C (DMSO). The product is C12CN(CC(CC1)O2)C=2C1=C(N=C(N2)NC2=CC=C(C=C2)O)C=CS1 (4-[4-(8-Oxa-3-aza-bicyclo[3.2.1]oct-3-yl)-thieno[3,2-d]pyrimidin-2-ylamino]-phenol). Yield: 63.6%. Reaction SMILES: Cl[C:2]1[N:3]=[C:4]([N:11]2[CH2:17][CH:16]3[O:18][CH:13]([CH2:14][CH2:15]3)[CH2:12]2)[C:5]2[S:10][CH:9]=[CH:8][C:6]=2[N:7]=1.[NH2:19][C:20]1[CH:25]=[CH:24][C:23]([OH:26])=[CH:22][CH:21]=1>C(O)CO.CS(C)=O>[CH:13]12[O:18][CH:16]([CH2:15][CH2:14]1)[CH2:17][N:11]([C:4]1[C:5]3[S:10][CH:9]=[CH:8][C:6]=3[N:7]=[C:2]([NH:19][C:20]3[CH:25]=[CH:24][C:23]([OH:26])=[CH:22][CH:21]=3)[N:3]=1)[CH2:12]2. Procedure: 30 mg (0.11 mmol) of 2-Chloro-4-(8-oxa-3-aza-bicyclo[3.2.1]oct-3-yl)-thieno[3,2-d]pyrimidine was dissolved in 1 mL ethylene glycol. 0.5 mmol (54 mg) 4-aminophenol was added and the mixture was heated under microwave irradiation to 220 C (2×30 min). The mixture was diluted with 1 mL DMSO and purified by HPLC (TFA buffers) to give 25 mg (0.07 mmol, 66%) of the title compound. Starting materials: O=C([O-])[O-], CCOCC, Cc1ccccc1, NC1CCCC1, COc1ccc(-c2nn3c(Cl)cccc3c2C(C)=O)cc1, [Cs+], [Cs+], CC(=O)[O-], CC(=O)[O-], O, [Pd+2]. The product is COc1ccc(-c2nn3c(NC4CCCC4)cccc3c2C(C)=O)cc1. As a reaction SMILES: [C:22](=[O:23])([O-:24])[O-:25].[CH3:34][CH2:35][O:36][CH2:37][CH3:38].[CH3:39][c:40]1[cH:41][cH:42][cH:43][cH:44][cH:45]1.[CH:28]1([NH2:33])[CH2:29][CH2:30][CH2:31][CH2:32]1.[Cl:1][c:2]1[cH:3][cH:4][cH:5][c:6]2[n:7]1[n:8][c:9](-[c:14]1[cH:15][cH:16][c:17]([O:20][CH3:21])[cH:18][cH:19]1)[c:10]2[C:11]([CH3:12])=[O:13].[Cs+:26].[Cs+:27].[O-:47][C:48]([CH3:49])=[O:50].[O-:51][C:52]([CH3:53])=[O:54].[OH2:55].[Pd+2:46]>>[c:2]1([NH:33][CH:28]2[CH2:29][CH2:30][CH2:31][CH2:32]2)[cH:3][cH:4][cH:5][c:6]2[n:7]1[n:8][c:9](-[c:14]1[cH:15][cH:16][c:17]([O:20][CH3:21])[cH:18][cH:19]1)[c:10]2[C:11]([CH3:12])=[O:13]. The reactants are ice, ClC1=NC=NC(=N1)Cl (2,4-dichlor-[1,3,5]triazine), CN (MeNH2). Solvent: O (water), C1CCOC1 (THF). The product is ClC1=NC(=NC=N1)NC ((4-Chloro-[1.3.5]triazin-2-yl)-methyl-amine). As a reaction SMILES: Cl[C:2]1[N:7]=[C:6]([Cl:8])[N:5]=[CH:4][N:3]=1.[CH3:9][NH2:10]>C1COCC1.O>[Cl:8][C:6]1[N:5]=[CH:4][N:3]=[C:2]([NH:10][CH3:9])[N:7]=1. Reported procedure: To an ice cooled solution of 2,4-dichlor-[1,3,5]triazine (2.25 g, 15 mmol; WO 2004/072063, Expl. 9) in 20 ml of THF, MeNH2 (15 ml of 2 M solution in THF) is added. After 1 h the mixture is diluted with 15 ml of water and concentrated partially in vacuo. The precipitated title compound can be filtered off, washed with ice-water and dried: ESI-MS: 143 [M−H. The reactants are CI, CC(C)=O, [K+], [OH-], CC(C)(C)OC(=O)N1CCC(c2nc3ccccc3[nH]2)CC1. Yields the product Cn1c(C2CCN(C(=O)OC(C)(C)C)CC2)nc2ccccc21. RXN SMILES: [CH3:25][I:26].[CH3:27][C:28](=[O:29])[CH3:30].[K+:24].[OH-:23].[nH:1]1[c:2]([CH:10]2[CH2:11][CH2:12][N:13]([C:16](=[O:17])[O:18][C:19]([CH3:20])([CH3:21])[CH3:22])[CH2:14][CH2:15]2)[n:3][c:4]2[c:5]1[cH:6][cH:7][cH:8][cH:9]2>>[n:1]1([CH3:25])[c:2]([CH:10]2[CH2:11][CH2:12][N:13]([C:16](=[O:17])[O:18][C:19]([CH3:20])([CH3:21])[CH3:22])[CH2:14][CH2:15]2)[n:3][c:4]2[c:5]1[cH:6][cH:7][cH:8][cH:9]2. The reactants are N1=C(N=CC=C1)N1CCNCC1 (1-(2-pyrimidinyl)piperazine), ClCCCCCl (1,4-dichlorobutane), C([O-])([O-])=O.[Na+].[Na+] (sodium carbonate). The solvent is C(C)#N (acetonitrile). Product: [Cl-].N1=C(N=CC=C1)N1CC[N+]2(CCCC2)CC1 (8-(2-pyrimidinyl)-8-aza-5-azoniaspiro[4.5]decane chloride). Yield: 70.0%. Reaction SMILES: [N:1]1[CH:6]=[CH:5][CH:4]=[N:3][C:2]=1[N:7]1[CH2:12][CH2:11][NH:10][CH2:9][CH2:8]1.[Cl:13][CH2:14][CH2:15][CH2:16][CH2:17]Cl.C(=O)([O-])[O-].[Na+].[Na+]>C(#N)C>[Cl-:13].[N:1]1[CH:6]=[CH:5][CH:4]=[N:3][C:2]=1[N:7]1[CH2:12][CH2:11][N+:10]2([CH2:17][CH2:16][CH2:15][CH2:14]2)[CH2:9][CH2:8]1 |f:2.3.4,6.7|. Reported procedure: A mixture of 1-(2-pyrimidinyl)piperazine (32.8 g., 0.2 mole), 1,4-dichlorobutane (76.2 g., 0.6 mole) and finely powdered sodium carbonate (44.5 g., 0.42 mole) in 300 ml. of acetonitrile is stirred and refluxed for a 12-hour period. The hot reaction mixture is filtered and the filter cake washed with 50-100 ml.of hot acetonitrile. Combined filtrates are maintained at room temperature until crystallization occurs, then cooled, filtered, and collected material washed with acetone to provide a 70-90...